From a dataset of the Open Reaction Database (ORD), a public repository of structured organic reaction records. describe an organic reaction: reactants, conditions, products, and yield Starting materials: CN1C=C(C2=C1N=CN(C2=O)CC(F)(F)F)C2=NC=CC=C2 (7-methyl-5-(pyridin-2-yl)-3-(2,2,2-trifluoroethyl)-3H-pyrrolo[2,3-d]pyrimidin-4(7H)-one), BrBr (bromine), BrBr (bromine). The solvent is CN(C)C=O (DMF). Reaction conditions: time 5 minute. Product: BrC1=C(C2=C(N=CN(C2=O)CC(F)(F)F)N1C)C1=NC=CC=C1 (6-Bromo-7-methyl-5-(pyridin-2-yl)-3-(2,2,2-trifluoroethyl)-3H-pyrrolo[2,3-d]pyrimidin-4(7H)-one). Isolated yield 69.5%. RXN SMILES: [CH3:1][N:2]1[C:6]2[N:7]=[CH:8][N:9]([CH2:12][C:13]([F:16])([F:15])[F:14])[C:10](=[O:11])[C:5]=2[C:4]([C:17]2[CH:22]=[CH:21][CH:20]=[CH:19][N:18]=2)=[CH:3]1.[Br:23]Br>CN(C=O)C>[Br:23][C:3]1[N:2]([CH3:1])[C:6]2[N:7]=[CH:8][N:9]([CH2:12][C:13]([F:15])([F:16])[F:14])[C:10](=[O:11])[C:5]=2[C:4]=1[C:17]1[CH:22]=[CH:21][CH:20]=[CH:19][N:18]=1. Procedure details: To a stirred solution of 7-methyl-5-(pyridin-2-yl)-3-(2,2,2-trifluoroethyl)-3H-pyrrolo[2,3-d]pyrimidin-4(7H)-one (53.6 mg, 0.174 mmol) in anhydrous DMF (1.8 ml) at 0° C. was added bromine (9.85 μl, 0.191 mmol) and the mixture stirred for 5 min. Further bromine (9.85 μl, 0.191 mmol) was added and the mixture stirred for 5 min. The mixture was partitioned between ethyl acetate (5 ml) and an aqueous mixture (3:1:4, water, saturated sodium hydrogen carbonate (aq) solution and 20% w/w sodium thiosulf... The reactants are [Cl-].[Zn+2].[Cl-] (zinc chloride), [Zn] (zinc), [Zn] (zinc), Di-2-ethylhexyl phosphoric acid, kerosene, [N+](=O)(O)[O-] (HNO3). The product is [N+](=O)([O-])[O-].[Zn+2].[N+](=O)([O-])[O-] (zinc nitrate). RXN SMILES: [Cl-].[Zn+2:2].[Cl-].[Zn].[N+:5]([O-:8])([OH:7])=[O:6]>>[N+:5]([O-:8])([O-:7])=[O:6].[Zn+2:2].[N+:5]([O-:8])([O-:7])=[O:6] |f:0.1.2,5.6.7|. Reported procedure: The zinc chloride solution is then subjected to a cationic extractant (Di-2-ethylhexyl phosphoric acid) D2EHPA (50%) and 50% kerosene to produce a loaded solvent containing about 5 gpl zinc. An O/A ratio of about one is employed to produce a raffinate containing less than 0.05 gpl zinc. The loaded organic is contacted with a 200 gpl HNO3 strip solution with O/A ratio of 1/4 to produce a zinc nitrate solution containing 30 gpl zinc and about 150 gpl HNO. Reactants: CCC(=O)OCC1OC(n2cnc3c(N)nc(N)nc32)C(O)C1O, CC(=O)O, O=N[O-], [Na+], O. Product: O=NO, Nc1nc(N)c2ncn(C3OC(CO)C(O)C3O)c2n1. RXN SMILES: [CH2:5]([C:6](=[O:7])[O:9][CH2:10][CH:11]1[CH:12]([OH:28])[CH:13]([OH:27])[CH:14]([n:16]2[cH:17][n:18][c:19]3[c:20]([NH2:21])[n:22][c:23]([NH2:26])[n:24][c:25]23)[O:15]1)[CH3:8].[CH3:1][C:2](=[O:3])[OH:4].[N:29](=[O:30])[O-:31].[Na+:32].[OH2:33]>>[N:29](=[O:30])[OH:31].[OH:9][CH2:10][CH:11]1[CH:12]([OH:28])[CH:13]([OH:27])[CH:14]([n:16]2[cH:17][n:18][c:19]3[c:20]([NH2:21])[n:22][c:23]([NH2:26])[n:24][c:25]23)[O:15]1. As a reaction SMILES: [C:1]([CH2:3][CH:4]1[CH2:8][CH2:7][C:6](=[O:9])[CH:5]1[CH2:10]/[CH:11]=[CH:12]\[CH2:13][CH3:14])#[N:2].C1(C)C=CC(S(O)(=O)=O)=CC=1.[CH3:26][C:27](CC)=[O:28]>>[C:1]([CH2:3][CH:4]1[CH2:8][CH2:7][C:6]2([O:28][CH2:27][CH2:26][O:9]2)[CH:5]1[CH2:10]/[CH:11]=[CH:12]\[CH2:13][CH3:14])#[N:2]. Starting materials: C(#N)CC1C(C(CC1)=O)C\C=C/CC (3-cyanomethyl-2-(cis-2-n-pentenyl)-1-cyclopentanone), C1(=CC=C(C=C1)S(=O)(=O)O)C (para-toluenesulphonic acid), CC(=O)CC (methylethyl ketone). Product: C(#N)CC1C(C2(CC1)OCCO2)C\C=C/CC (3-cyanomethyl-1,1-ethylenedioxy-2-(cis-2-n-pentenyl)-cyclopentane). Conditions: time 9 hour. Procedure details: Into a 2 liter flask fitted with a 1 meter adiabatic column provided with a metallic lining, are placed: 212 g of 3-cyanomethyl-2-(cis-2-n-pentenyl)-1-cyclopentanone, 512 g of the glycoketal of methylethyl ketone and 2.1 g of para-toluenesulphonic acid. The mass is progressively heated in order to slowly distil the methyl ethyl ketone from the head of the column (temperature of the mass 120°-140°C; temperature of the vapour 77°-79°C). The operation lasts about 9 hours. The mass is then cooled, 1... Starting materials: C1CCNCC1, CCCCc1cc2nc(C)cc(Cl)c2o1, [K+], [K+], O=C([O-])[O-], O. Yields the product CCCCc1cc2nc(C)cc(N3CCCCC3)c2o1. Reaction SMILES: [CH2:16]1[CH2:17][CH2:18][NH:19][CH2:20][CH2:21]1.[CH2:1]([CH2:2][CH2:3][CH3:4])[c:5]1[cH:6][c:7]2[n:8][c:9]([CH3:15])[cH:10][c:11]([Cl:14])[c:12]2[o:13]1.[K+:22].[K+:23].[O-:24][C:25]([O-:26])=[O:27].[OH2:28]>>[CH2:1]([CH2:2][CH2:3][CH3:4])[c:5]1[cH:6][c:7]2[n:8][c:9]([CH3:15])[cH:10][c:11]([N:19]3[CH2:18][CH2:17][CH2:16][CH2:21][CH2:20]3)[c:12]2[o:13]1. Starting materials: [N+](=O)([O-])C=1C=C2C(=NC=NC2=CC1)NC=C(C(=O)OCC)C(=O)OCC (diethyl [(6-nitro-4-quinazolinylamino)methylene]propanedioate), CN(C=O)C (N,N-dimethylformamide). The reagents and catalysts are [Pd] (palladium on carbon). Run in [H][H] (hydrogen), [H][H] (hydrogen). Run at time 40 minute. The product is C(C(C)(C)C)(=O)NC=1C=C2C(=NC=NC2=CC1)NC=C(C(=O)OCC)C(=O)OCC (diethyl [(6-pivalamido-4-quinazolinylamino)methylene]propanedioate). As a reaction SMILES: [N+:1]([C:4]1[CH:5]=[C:6]2[C:11](=[CH:12][CH:13]=1)[N:10]=[CH:9][N:8]=[C:7]2[NH:14][CH:15]=[C:16]([C:22]([O:24][CH2:25][CH3:26])=[O:23])[C:17]([O:19][CH2:20][CH3:21])=[O:18])([O-])=O.CN(C)[CH:29]=[O:30]>[Pd].[H][H]>[C:29]([NH:1][C:4]1[CH:5]=[C:6]2[C:11](=[CH:12][CH:13]=1)[N:10]=[CH:9][N:8]=[C:7]2[NH:14][CH:15]=[C:16]([C:22]([O:24][CH2:25][CH3:26])=[O:23])[C:17]([O:19][CH2:20][CH3:21])=[O:18])(=[O:30])[C:6]([CH3:11])([CH3:7])[CH3:5]. Reported procedure: A suspension of diethyl [(6-nitro-4-quinazolinylamino)methylene]propanedioate (10.8 g) in N,N-dimethylformamide (380 ml) was shaken with 10% palladium on carbon (3.6 g) in hydrogen atmosphere at ambient temperature until hydrogen gas (2030 ml) was absorbed. The catalyst was removed by filtration and washed with a small volume of N,N-dimethylformamide. To the combined filtrate and washings was added pyridine (17 ml) and the mixture was cooled over an ice-bath. To the solution was added dropwise p...